This data is from the Open Reaction Database (ORD), a public repository of structured organic reaction records. The task is: describe an organic reaction: reactants, conditions, products, and yield Reactants: CC(C)(C)O, CC(C)(C)[O-], COC(=O)COC(C)C(C)=O, Cl, [K+]. Product: CC1OCC(=O)CC1=O. Reaction SMILES: [CH3:19][C:20]([OH:21])([CH3:22])[CH3:23].[CH3:1][C:2]([CH3:3])([O-:4])[CH3:5].[CH3:7][CH:8]([C:9]([CH3:10])=[O:11])[O:12][CH2:13][C:14]([O:16][CH3:15])=[O:17].[ClH:18].[K+:6]>>[CH3:7][CH:8]1[C:9](=[O:11])[CH2:10][C:14](=[O:16])[CH2:13][O:12]1. Reactants: NC1=NC=C(C(=N1)N)CC1=CC(=C(C(=C1)OCC1(CC1)COC)C1=CC=C(C=C1)O)OCC (4′-(2,4-Diamino-pyrimidin-5-ylmethyl)-2′-ethoxy-6′-(1-methoxymethyl-cydopropylmethoxy)-biphenyl-4-ol), O (water). The reagents and catalysts are O=[Pt]=O (PtO2). The solvent is C(C)O.C(C)(=O)O (ethanol acetic acid). Conditions: time 30 minute. Product: NC1=NC=C(C(=N1)N)CC1=CC(=C(C(=C1)OCC)C1=CC=C(C=C1)O)OCC(COC)(C)C (4′-(2,4-diamino-pyrimidin-5-ylmethyl)-6′-ethoxy-2′-(3-methoxy-2,2-dimethyl-propoxy)-biphenyl-4-ol). Yield: 44.2%. Reaction SMILES: [NH2:1][C:2]1[N:7]=[C:6]([NH2:8])[C:5]([CH2:9][C:10]2[CH:15]=[C:14]([O:16][CH2:17][C:18]3([CH2:21][O:22][CH3:23])[CH2:20][CH2:19]3)[C:13]([C:24]3[CH:29]=[CH:28][C:27]([OH:30])=[CH:26][CH:25]=3)=[C:12]([O:31][CH2:32][CH3:33])[CH:11]=2)=[CH:4][N:3]=1.O>C(O)C.C(O)(=O)C.O=[Pt]=O>[NH2:1][C:2]1[N:7]=[C:6]([NH2:8])[C:5]([CH2:9][C:10]2[CH:11]=[C:12]([O:31][CH2:32][CH3:33])[C:13]([C:24]3[CH:29]=[CH:28][C:27]([OH:30])=[CH:26][CH:25]=3)=[C:14]([O:16][CH2:17][C:18]([CH3:19])([CH3:20])[CH2:21][O:22][CH3:23])[CH:15]=2)=[CH:4][N:3]=1 |f:2.3|. Reported procedure: 4′-(2,4-Diamino-pyrimidin-5-ylmethyl)-2′-ethoxy-6′-(1-methoxymethyl-cydopropylmethoxy)-biphenyl-4-ol (235 mg; 0.52 mmol) is hydrogenated in ethanol/acetic acid conc./water (4/1/0.1) (10 ml) over PtO2 (6×35 mg) at 100° C. The reaction mixture is cooled to room temperature, the catalyst is filtered off with suction and the filtrate is concentrated. The residue is stirred in water, the pH is adjusted to pH 9 by addition of NH4OH conc., stirring is continued for 30 minutes and the mixture is filtere... The reactants are ClC1=C(CN)C(=CC=C1)Cl (2,6-Dichlorobenzylamine), C(=S)=S (carbon disulfide), IC (iodomethane). Yields the product ClC1=C(CNC(SC)=S)C(=CC=C1)Cl (Methyl N-(2,6-dichlorobenzyl)dithiocarbamate). Isolated yield 29.7%. RXN SMILES: [Cl:1][C:2]1[CH:9]=[CH:8][CH:7]=[C:6]([Cl:10])[C:3]=1[CH2:4][NH2:5].[C:11](=[S:13])=[S:12].I[CH3:15]>>[Cl:1][C:2]1[CH:9]=[CH:8][CH:7]=[C:6]([Cl:10])[C:3]=1[CH2:4][NH:5][C:11](=[S:13])[S:12][CH3:15]. Reported procedure: 2,6-Dichlorobenzylamine (0.020 mol) was reacted with carbon disulfide (0.020 mol) and iodomethane (0.019 mol) substantially as described in Example 1B above to obtain 1.5 g (32%) white crystals: mp 47°. The reactants are ClC1=CC=C(CN2CC(CCC2)NC(=O)OC(C)(C)C)C=C1 (1-(4-chlorobenzyl)-3-[(tert-butoxycarbonyl)amino]piperidine), Cl.CCOCC (HCl Et2O). Solvent: CO (methanol). Reaction conditions: temperature 25 celsius, time 15 hour. The product is Cl.Cl.NC1CN(CCC1)CC1=CC=C(C=C1)Cl (3-amino 1-(4-chlorobenzyl)piperidine dihydrochloride). As a reaction SMILES: [Cl:1][C:2]1[CH:22]=[CH:21][C:5]([CH2:6][N:7]2[CH2:12][CH2:11][CH2:10][CH:9]([NH:13]C(OC(C)(C)C)=O)[CH2:8]2)=[CH:4][CH:3]=1.[ClH:23].CCOCC>CO>[ClH:1].[ClH:23].[NH2:13][CH:9]1[CH2:10][CH2:11][CH2:12][N:7]([CH2:6][C:5]2[CH:4]=[CH:3][C:2]([Cl:1])=[CH:22][CH:21]=2)[CH2:8]1 |f:1.2,4.5.6|. Procedure: To a methanol (25 mL) solution of 1-(4-chlorobenzyl)-3-[(tert-butoxycarbonyl)amino]piperidine (2.55 g, 7.85 mmol), was added 1M HCl-Et2O (50 mL). The resulting reaction mixture was stirred at 25° C. for 15 hours, and the solvent was removed under reduced pressure to afford 3-amino 1-(4-chlorobenzyl)piperidine dihydrochloride as an amorphous solid (2.49 g, quantitative). The purity was determined by RPLC/MS (>95%). ESI/MS m/e 225.2 (M++H, C12H18ClN2). Reactants: N(=O)[O-].[Na+] (sodium nitrite), ClC=1C=C(N)C=C(C1Cl)Cl (3,4,5-trichloroaniline), aqueous solution, NC(=O)N (urea), resultant mixture, aqueous solution, [I-].[K+] (potassium iodide), resultant mixture, resultant mixture. Solvent: O (water), C(C)#N (acetonitrile), CO (methanol), O (water), C(C)(=O)OCC (ethyl acetate). Reaction conditions: temperature 80 celsius. Product: ClC=1C=C(C=C(C1Cl)Cl)I (3,4,5-trichloro-1-iodobenzene). RXN SMILES: [Cl:1][C:2]1[CH:3]=[C:4]([CH:6]=[C:7]([Cl:10])[C:8]=1[Cl:9])N.N([O-])=O.[Na+].[I-:15].[K+].NC(N)=O>C(#N)C.CO.O.C(OCC)(=O)C>[Cl:1][C:2]1[CH:3]=[C:4]([I:15])[CH:6]=[C:7]([Cl:10])[C:8]=1[Cl:9] |f:1.2,3.4|. Procedure: Into a suspension of 25.0 g of 3,4,5-trichloroaniline in 10 mL of acetonitrile, 25 mL of methanol and 100 mL of water, a solution of 9.7 g of sodium nitrite in 25 mL of water was dropped while stirring and ice-cooling the suspension over 20 minutes and after the completion of the dropping, the resultant mixture was stirred at 5 to 6° C. for 30 minutes. Next, the reaction mixture was dropped into 75 mL of an aqueous solution of 23.2 g of potassium iodide which was heated to 80° C. over 20 minutes...